This data is from the Open Reaction Database (ORD), a public repository of structured organic reaction records. The task is: describe an organic reaction: reactants, conditions, products, and yield The solvent is N1=CC=CC=C1 (pyridine). Conditions: time 25 minute. Yield: 76.4%. Procedure details: To a mixture of 0.58 g of WSC and 5 ml of pyridine, 0.37 g of isonicotinic acid was added. The reaction mixture was stirred at room temperature for 25 minutes. To the reaction mixture, 0.75 g of 2-amino-4-(heptafluoroisopropyl)phenol was added and was stirred while heating at 60° C. for three hours. The mixture was cooled to room temperature, and then concentrated under reduced pressure. Then, water was added to the residue, followed by extraction with ethyl acetate twice. The combined organic l... The reactants are CCN=C=NCCCN(C)C (WSC), C(C1=CC=NC=C1)(=O)O (isonicotinic acid), NC1=C(C=CC(=C1)C(C(F)(F)F)(C(F)(F)F)F)O (2-amino-4-(heptafluoroisopropyl)phenol). RXN SMILES: CCN=C=NCCCN(C)C.[C:12]([OH:20])(=O)[C:13]1[CH:18]=[CH:17][N:16]=[CH:15][CH:14]=1.[NH2:21][C:22]1[CH:27]=[C:26]([C:28]([F:37])([C:33]([F:36])([F:35])[F:34])[C:29]([F:32])([F:31])[F:30])[CH:25]=[CH:24][C:23]=1[OH:38]>N1C=CC=CC=1>[OH:38][C:23]1[CH:24]=[CH:25][C:26]([C:28]([F:37])([C:29]([F:30])([F:31])[F:32])[C:33]([F:34])([F:35])[F:36])=[CH:27][C:22]=1[NH:21][C:12](=[O:20])[C:13]1[CH:14]=[CH:15][N:16]=[CH:17][CH:18]=1. Product: OC1=C(C=C(C=C1)C(C(F)(F)F)(C(F)(F)F)F)NC(C1=CC=NC=C1)=O (N-[2-hydroxy-5-(heptafluoroisopropyl)phenyl]isonicotinamide).